Dataset: the Open Reaction Database (ORD), a public repository of structured organic reaction records. Task: describe an organic reaction: reactants, conditions, products, and yield Starting materials: [Al+3], [Cl-], [Cl-], [Cl-], ClCCCl, O=C(Cl)Cc1ccc(Cl)cc1, Oc1cccc(F)c1F, O. Yields the product O=C(Cc1ccc(Cl)cc1)c1ccc(F)c(F)c1O. As a reaction SMILES: [Al+3:2].[Cl-:1].[Cl-:3].[Cl-:4].[Cl:25][CH2:26][CH2:27][Cl:28].[Cl:5][c:6]1[cH:7][cH:8][c:9]([CH2:12][C:13](=[O:14])[Cl:15])[cH:10][cH:11]1.[F:16][c:17]1[c:18]([OH:24])[cH:19][cH:20][cH:21][c:22]1[F:23].[OH2:29]>>[Cl:5][c:6]1[cH:7][cH:8][c:9]([CH2:12][C:13](=[O:14])[c:19]2[c:18]([OH:24])[c:17]([F:16])[c:22]([F:23])[cH:21][cH:20]2)[cH:10][cH:11]1. The reactants are C(C)OC(=O)C1(CC2=CC=CC=C2C1)NC(C1=C(C(=CC=C1)C)CCCCC)=O (2-(3-Methyl-2-pentyl-benzoylamino)-indan-2-carboxylic acid ethyl ester), [OH-].[K+] (KOH), O (water). Solvent: CCO (EtOH). Run at time 8 hour. Product: CC=1C(=C(C(=O)NC2(CC3=CC=CC=C3C2)C(=O)O)C=CC1)CCCCC (2-(3-Methyl-2-pentyl-benzoylamino)-indan-2-carboxylic acid). Yield: 101.4%. RXN SMILES: C([O:3][C:4]([C:6]1([NH:15][C:16](=[O:29])[C:17]2[CH:22]=[CH:21][CH:20]=[C:19]([CH3:23])[C:18]=2[CH2:24][CH2:25][CH2:26][CH2:27][CH3:28])[CH2:14][C:13]2[C:8](=[CH:9][CH:10]=[CH:11][CH:12]=2)[CH2:7]1)=[O:5])C.[OH-].[K+].O>CCO>[CH3:23][C:19]1[C:18]([CH2:24][CH2:25][CH2:26][CH2:27][CH3:28])=[C:17]([CH:22]=[CH:21][CH:20]=1)[C:16]([NH:15][C:6]1([C:4]([OH:5])=[O:3])[CH2:14][C:13]2[C:8](=[CH:9][CH:10]=[CH:11][CH:12]=2)[CH2:7]1)=[O:29] |f:1.2|. Reported procedure: The mixture of 2-(3-methyl-2-pentyl-benzoylamino)-indan-2-carboxylic acid ethyl ester (126) (68 mg, 0.17 mmol) and KOH (500 mg, 8.9 mmol) is dissolved in EtOH (8 mL) and water (0.5 mL) under a water bath. The water bath is removed when KOH is completely dissolved and the resulting reaction solution is stirred at RT for 8 h. After concentration in vacuo, the residue is dissolved in water (20 mL) and acidified with conc. HCl until no more white precipitate came out of the water. The precipitate is...